This data is from the Open Reaction Database (ORD), a public repository of structured organic reaction records. The task is: describe an organic reaction: reactants, conditions, products, and yield Starting materials: N1C=NC=C1 (Imidazole), C(C)(C)(C)[Si](Cl)(C)C (t-butydimethylchlorosilane), CC(CO)(CC#C)C (2,2-dimethylpent-4-yn-1-ol). Solvent: CN(C)C=O (DMF). Reaction conditions: temperature 22 celsius, time 20 hour. Product: C(C)(C)(C)[Si](C)(C)OCC(CC#C)(C)C (t-Butyl[(2,2-dimethylpent-4-yn-1-yl)oxy]dimethylsilane). RXN SMILES: N1C=CN=C1.[C:6]([Si:10]([CH3:13])([CH3:12])Cl)([CH3:9])([CH3:8])[CH3:7].[CH3:14][C:15]([CH3:21])([CH2:18][C:19]#[CH:20])[CH2:16][OH:17]>CN(C=O)C>[C:6]([Si:10]([O:17][CH2:16][C:15]([CH3:21])([CH3:14])[CH2:18][C:19]#[CH:20])([CH3:13])[CH3:12])([CH3:9])([CH3:8])[CH3:7]. Reported procedure: Imidazole (58.3 g, 857 mmol) and t-butydimethylchlorosilane (64.6 g, 429 mmol) were added to a stirred solution of 2,2-dimethylpent-4-yn-1-ol (43.7 g, 390 mmol) in DMF (195 mL), then the solution was stirred at 22° C., under N2, for 20 hours. The reaction solution was extracted with ether (3×300 mL), washed with water (100 mL), brine (75 mL), dried over Na2SO4, filtered and concentrated. The residue was chromatographed on silica gel 60 (330 g), eluting with hexane, to give the title product. 1H ... The reactants are ClCC=1N=C(SC1)C1=CC=C(C=C1)Cl (4-chloromethyl-2-(4-chloro-phenyl)-thiazole), C([O-])([O-])=O.[Cs+].[Cs+] (cesium carbonate), [I-].[K+] (potassium iodide), COC([C@H](CC1=C(C=C(C=C1)O)OC)OCC)=O ((2S)-2-ethoxy-3-(4-hydroxy-2-methoxy-phenyl)-propionic acid methyl ester). Product: COC([C@H](CC1=C(C=C(C=C1)OCC=1N=C(SC1)C1=CC=C(C=C1)Cl)OC)OCC)=O ((2S)-3-{4-[2-(4-chloro-phenyl)-thiazol-4-ylmethoxy]-2-methoxy-phenyl}-2-ethoxy-propionic acid methyl ester). As a reaction SMILES: [CH3:1][O:2][C:3](=[O:18])[C@@H:4]([O:15][CH2:16][CH3:17])[CH2:5][C:6]1[CH:11]=[CH:10][C:9]([OH:12])=[CH:8][C:7]=1[O:13][CH3:14].Cl[CH2:20][C:21]1[N:22]=[C:23]([C:26]2[CH:31]=[CH:30][C:29]([Cl:32])=[CH:28][CH:27]=2)[S:24][CH:25]=1.C(=O)([O-])[O-].[Cs+].[Cs+].[I-].[K+]>>[CH3:1][O:2][C:3](=[O:18])[C@@H:4]([O:15][CH2:16][CH3:17])[CH2:5][C:6]1[CH:11]=[CH:10][C:9]([O:12][CH2:20][C:21]2[N:22]=[C:23]([C:26]3[CH:31]=[CH:30][C:29]([Cl:32])=[CH:28][CH:27]=3)[S:24][CH:25]=2)=[CH:8][C:7]=1[O:13][CH3:14] |f:2.3.4,5.6|. Procedure details: In analogy to the procedure described in example 14 b], (2S)-2-ethoxy-3-(4-hydroxy-2-methoxy-phenyl)-propionic acid methyl ester was reacted with 4-chloromethyl-2-(4-chloro-phenyl)-thiazole (example 14 a]) in the presence of cesium carbonate and potassium iodide to yield (2S)-3-{4-[2-(4-chloro-phenyl)-thiazol-4-ylmethoxy]-2-methoxy-phenyl}-2-ethoxy-propionic acid methyl ester as light yellow liquid. Reactants: C(CCC)(=O)C=1C=NC2=C(C=CC=C2C1Cl)C(=O)OC (methyl 3-butyryl-4-chloroquinoline-8-carboxylate), CC1=C(N)C=CC=C1 (2-methylaniline). Solvent: O1CCOCC1 (1,4-dioxan). Conditions: time 8 hour. Yields the product C(CCC)(=O)C=1C=NC2=C(C=CC=C2C1NC1=C(C=CC=C1)C)C(=O)OC (methyl 3-butyryl-4-(2-methylphenylamino)quinoline-8- carboxylate). Yield: 60.6%. As a reaction SMILES: [C:1]([C:6]1[CH:7]=[N:8][C:9]2[C:14]([C:15]=1Cl)=[CH:13][CH:12]=[CH:11][C:10]=2[C:17]([O:19][CH3:20])=[O:18])(=[O:5])[CH2:2][CH2:3][CH3:4].[CH3:21][C:22]1[CH:28]=[CH:27][CH:26]=[CH:25][C:23]=1[NH2:24]>O1CCOCC1>[C:1]([C:6]1[CH:7]=[N:8][C:9]2[C:14]([C:15]=1[NH:24][C:23]1[CH:25]=[CH:26][CH:27]=[CH:28][C:22]=1[CH3:21])=[CH:13][CH:12]=[CH:11][C:10]=2[C:17]([O:19][CH3:20])=[O:18])(=[O:5])[CH2:2][CH2:3][CH3:4]. Procedure: A solution of methyl 3-butyryl-4-chloroquinoline-8-carboxylate (3.8 g) and 2-methylaniline (1.6 ml, 15 mmol) in 1,4-dioxan (20 ml) was heated at reflux for 30 minutes, then left to stand overnight. The solid was filtered off and washed with ethyl acetate, then converted to free base and recrystallised from methanol to obtain methyl 3-butyryl-4-(2-methylphenylamino)quinoline-8- carboxylate (2.86 g, 56%), m.p. 113-115°. Reactants: C1(=CC=CC=C1)SC(SC1=CC=CC=C1)=C(C#N)C#N (bis (phenylthio)methylenepropanedinitrile), C1(=CC=CC=C1)NN (phenylhydrazine). Solvent: CO (methanol). The product is NC1=C(C(=NN1C1=CC=CC=C1)SC1=CC=CC=C1)C#N (5-amino-1-phenyl-3-phenylthiopyrazole-4-carbonitrile). The yield is 94.0%. As a reaction SMILES: [C:1]1([S:7][C:8](=[C:16]([C:19]#[N:20])[C:17]#[N:18])SC2C=CC=CC=2)[CH:6]=[CH:5][CH:4]=[CH:3][CH:2]=1.[C:21]1([NH:27][NH2:28])[CH:26]=[CH:25][CH:24]=[CH:23][CH:22]=1>CO>[NH2:20][C:19]1[N:27]([C:21]2[CH:26]=[CH:25][CH:24]=[CH:23][CH:22]=2)[N:28]=[C:8]([S:7][C:1]2[CH:2]=[CH:3][CH:4]=[CH:5][CH:6]=2)[C:16]=1[C:17]#[N:18]. Procedure details: A mixture comprised of 14.7 g (50 mmol) of bis (phenylthio)methylenepropanedinitrile [see Chem. Ber., 99, 2900 (1966)], 6.5 g (60 mmol) of phenylhydrazine and 80 ml of methanol was heated under reflux for 7 hours. The solvent was removed by distillation, and 100 ml of ethanol was added to the residue to crystallize the residue. The crystals formed were taken out by filtration under suction to obtain 13.7 g (47mmols) of the intended product as colorless, needle-like crystals having a melting poin... The reactants are ClS(=O)(=O)O (Chlorosulfonic acid), OCCCNC1C(CCCC1)=CC1=CC=C(C=C1)OC (N-(3-hydroxypropyl)-N-[2-(4-methoxyphenylmethylene)cyclohexyl]amine). Solvent: C(C)OCC (diethyl ether). Conditions: temperature 3 celsius, time 30 minute. Yields the product COC1=CC=C(C=C1)\C=C/1\C(CCCC1)N1CCC1 ((±)-(E)-1-[2-[(4-methoxyphenyl)methylene]cyclohexyl]azetidine). RXN SMILES: ClS(O)(=O)=O.O[CH2:7][CH2:8][CH2:9][NH:10][CH:11]1[CH2:16][CH2:15][CH2:14][CH2:13][C:12]1=[CH:17][C:18]1[CH:23]=[CH:22][C:21]([O:24][CH3:25])=[CH:20][CH:19]=1>C(OCC)C>[CH3:25][O:24][C:21]1[CH:22]=[CH:23][C:18](/[CH:17]=[C:12]2/[CH:11]([N:10]3[CH2:9][CH2:8][CH2:7]3)[CH2:16][CH2:15][CH2:14][CH2:13]/2)=[CH:19][CH:20]=1. Procedure: Chlorosulfonic acid was added dropwise during 7 min to a solution of N-(3-hydroxypropyl)-N-[2-(4-methoxyphenylmethylene)cyclohexyl]amine, 5 g (0.017 mole) in 325 ml of diethyl ether keeping the temperature at about 3° C. with cooling. The mixture was then stirred at this 3° C. temperature for 30 min and then at room temperature for 2 hr to ensure complete reaction. The resulting suspension was filtered and the solid washed with diethyl ether. The solid was added to a cold solution of 6.5 g of so... The reactants are Cn1nc(Cc2ccccc2)cc1C1CCN(C(=O)OC(C)(C)C)CC1, ClCCl, O=C(O)C(F)(F)F. The product is Cn1nc(Cc2ccccc2)cc1C1CCNCC1. RXN SMILES: [C:1]([O:2][C:3](=[O:4])[N:8]1[CH2:9][CH2:10][CH:11]([c:14]2[n:15]([CH3:26])[n:16][c:17]([CH2:19][c:20]3[cH:21][cH:22][cH:23][cH:24][cH:25]3)[cH:18]2)[CH2:12][CH2:13]1)([CH3:5])([CH3:6])[CH3:7].[Cl:34][CH2:35][Cl:36].[OH:27][C:28]([C:29]([F:30])([F:31])[F:32])=[O:33]>>[NH:8]1[CH2:9][CH2:10][CH:11]([c:14]2[n:15]([CH3:26])[n:16][c:17]([CH2:19][c:20]3[cH:21][cH:22][cH:23][cH:24][cH:25]3)[cH:18]2)[CH2:12][CH2:13]1. The solvent is O (water). Procedure details: A solution of amorphous ibandronic acid (2.7 g) in water (25 ml) and sodium hydroxide (0.34 g, solid) was stirred at 70° C. The solution was poured into cold IPA (500 ml). The resulting precipitate was stirred at 0° C. for 16 hours. The precipitate was isolated by vacuum filtration and dried in a vacuum oven at 50° C. for 24 hours to obtain 2.7 g of ibandronate sodium crystal form K3. Form K3 can exhibit a weight loss of about 7% to about 8% in TGA. Starting materials: CCCCCN(C)CCC(O)(P(=O)(O)O)P(=O)(O)O (ibandronic acid), [OH-].[Na+] (sodium hydroxide), CC(C)O (IPA). Product: CCCCCN(C)CCC(O)(P(=O)(O)O)P(=O)(O)[O-].[Na+] (ibandronate sodium). Reaction SMILES: [CH3:1][CH2:2][CH2:3][CH2:4][CH2:5][N:6]([CH2:8][CH2:9][C:10]([P:16]([OH:19])([OH:18])=[O:17])([P:12]([OH:15])([OH:14])=[O:13])[OH:11])[CH3:7].[OH-].[Na+:21].CC(O)C>O>[CH3:1][CH2:2][CH2:3][CH2:4][CH2:5][N:6]([CH2:8][CH2:9][C:10]([P:16]([O-:19])([OH:18])=[O:17])([P:12]([OH:15])([OH:14])=[O:13])[OH:11])[CH3:7].[Na+:21] |f:1.2,5.6|. Isolated yield 93.6%. Reaction conditions: temperature 0 celsius, time 16 hour. The product is CN(C1CN(CC1)C1=CC=C(C=C1)NC(=O)N1CCC(CC1)C1=CC=C(C=C1)Cl)C(=O)[C@H]1NC(SC1)=O (4-(4-Chlorophenyl)piperidine-1-carboxylic acid (4-(R)-{3-[methyl-(2-oxo-thiazolidine-4-carbonyl)amino]pyrrolidin-1-yl}phenyl)amide). RXN SMILES: [CH3:1][NH:2][C@@H:3]1[CH2:7][CH2:6][N:5]([C:8]2[CH:13]=[CH:12][C:11]([NH:14][C:15]([N:17]3[CH2:22][CH2:21][CH:20]([C:23]4[CH:28]=[CH:27][C:26]([Cl:29])=[CH:25][CH:24]=4)[CH2:19][CH2:18]3)=[O:16])=[CH:10][CH:9]=2)[CH2:4]1.[O:30]=[C:31]1[NH:35][CH:34]([C:36](O)=[O:37])[CH2:33][S:32]1>>[CH3:1][N:2]([C:36]([C@@H:34]1[CH2:33][S:32][C:31](=[O:30])[NH:35]1)=[O:37])[CH:3]1[CH2:7][CH2:6][N:5]([C:8]2[CH:9]=[CH:10][C:11]([NH:14][C:15]([N:17]3[CH2:18][CH2:19][CH:20]([C:23]4[CH:24]=[CH:25][C:26]([Cl:29])=[CH:27][CH:28]=4)[CH2:21][CH2:22]3)=[O:16])=[CH:12][CH:13]=2)[CH2:4]1. The reactants are CN[C@H]1CN(CC1)C1=CC=C(C=C1)NC(=O)N1CCC(CC1)C1=CC=C(C=C1)Cl ((R)-4-(4-Chlorophenyl)piperidin-1-carboxylic acid [4-(3-methylamino-pyrrolidin-1-yl)phenyl]amide), O=C1SCC(N1)C(=O)O (2-oxothiazolidine-4-carboxylic acid). Procedure details: (R)-4-(4-Chlorophenyl)piperidin-1-carboxylic acid [4-(3-methylamino-pyrrolidin-1-yl)phenyl]amide was reacted with 2-oxothiazolidine-4-carboxylic acid by method E. This resulted in the product with the molecular weight of 542.10 (C27H32ClN5O3S); MS (ESI): 542 (M+H+). Reactants: CCOC(=O)CC(=O)OCC, COCCOC, Cl, CCCCCCCCCCCCCCCCNc1ccc(C(=O)Cl)c(F)c1, [H-], [Na+]. Yields the product CCCCCCCCCCCCCCCCNc1ccc(C(=O)C(C(=O)OCC)C(=O)OCC)c(F)c1. As a reaction SMILES: [C:1]([CH2:2][C:3](=[O:4])[O:5][CH2:6][CH3:7])(=[O:8])[O:9][CH2:10][CH3:11].[CH3:42][O:43][CH2:44][CH2:45][O:46][CH3:47].[ClH:14].[F:15][c:16]1[c:17]([C:18](=[O:19])[Cl:20])[cH:21][cH:22][c:23]([NH:25][CH2:26][CH2:27][CH2:28][CH2:29][CH2:30][CH2:31][CH2:32][CH2:33][CH2:34][CH2:35][CH2:36][CH2:37][CH2:38][CH2:39][CH2:40][CH3:41])[cH:24]1.[H-:12].[Na+:13]>>[C:1]([CH:2]([C:3](=[O:4])[O:5][CH2:6][CH3:7])[C:18]([c:17]1[c:16]([F:15])[cH:24][c:23]([NH:25][CH2:26][CH2:27][CH2:28][CH2:29][CH2:30][CH2:31][CH2:32][CH2:33][CH2:34][CH2:35][CH2:36][CH2:37][CH2:38][CH2:39][CH2:40][CH3:41])[cH:22][cH:21]1)=[O:19])(=[O:8])[O:9][CH2:10][CH3:11]. Starting materials: C(NN)(=O)OC1CC(N(C(C1)(C)C)OC)(C)C (1-Methoxy-2,2,6,6-tetramethylpiperidin-4-yl Carbazate), C(CCC(=O)N)(=O)OC(C)C (isopropyl succinamate). The solvent is CO (methanol). The product is C(CCC(=O)N)(=O)NNC(=O)OC1CC(N(C(C1)(C)C)OC)(C)C (1-Methoxy-2,2,6,6-tetramethylpiperidin-4-yl 2-Succinamoylhydrazinecarboxylate). As a reaction SMILES: [C:1]([O:5][CH:6]1[CH2:11][C:10]([CH3:13])([CH3:12])[N:9]([O:14][CH3:15])[C:8]([CH3:17])([CH3:16])[CH2:7]1)(=[O:4])[NH:2][NH2:3].[C:18](OC(C)C)(=[O:24])[CH2:19][CH2:20][C:21]([NH2:23])=[O:22]>CO>[C:18]([NH:3][NH:2][C:1]([O:5][CH:6]1[CH2:7][C:8]([CH3:17])([CH3:16])[N:9]([O:14][CH3:15])[C:10]([CH3:12])([CH3:13])[CH2:11]1)=[O:4])(=[O:24])[CH2:19][CH2:20][C:21]([NH2:23])=[O:22]. Reported procedure: The title compound is prepared by reacting the compound of Example 28 (1 mole) with isopropyl succinamate (1 mole), employing methanol as the solvent.